From a dataset of the Open Reaction Database (ORD), a public repository of structured organic reaction records. describe an organic reaction: reactants, conditions, products, and yield Starting materials: CC1NC(=S)Nc2c(Br)cc(Cl)cc21, CC(C)=O, CI. Yields the product CSC1=Nc2c(Br)cc(Cl)cc2C(C)N1, I. Reaction SMILES: [Br:3][c:4]1[cH:5][c:6]([Cl:16])[cH:7][c:8]2[c:13]1[NH:12][C:11](=[S:14])[NH:10][CH:9]2[CH3:15].[CH3:17][C:18](=[O:19])[CH3:20].[CH3:1][I:2]>>[CH3:1][S:14][C:11]1=[N:12][c:13]2[c:4]([Br:3])[cH:5][c:6]([Cl:16])[cH:7][c:8]2[CH:9]([CH3:15])[NH:10]1.[IH:2]. Starting materials: CC1N(CCC1)C1=CC=CC(=N1)NC=1C=2N(N=C(C1)C=1C=C(C(=O)OC)C=CC1)C=CN2 (methyl 3-(8-(6-(2-methylpyrrolidin-1-yl)pyridin-2-ylamino)imidazo[1,2-b]pyridazin-6-yl)benzoate), [OH-].[Na+] (NaOH). Solvent: O1CCOCC1 (dioxane), O (water). Run at temperature 40 celsius, time 2 hour. Product: CC1N(CCC1)C1=CC=CC(=N1)NC=1C=2N(N=C(C1)C=1C=C(C(=O)O)C=CC1)C=CN2 (3-(8-(6-(2-methylpyrrolidin-1-yl)pyridin-2-ylamino)imidazo[1,2-b]pyridazin-6-yl)benzoic acid). Isolated yield 78.8%. As a reaction SMILES: [CH3:1][CH:2]1[CH2:6][CH2:5][CH2:4][N:3]1[C:7]1[N:12]=[C:11]([NH:13][C:14]2[C:15]3[N:16]([CH:30]=[CH:31][N:32]=3)[N:17]=[C:18]([C:20]3[CH:21]=[C:22]([CH:27]=[CH:28][CH:29]=3)[C:23]([O:25]C)=[O:24])[CH:19]=2)[CH:10]=[CH:9][CH:8]=1.[OH-].[Na+]>O1CCOCC1.O>[CH3:1][CH:2]1[CH2:6][CH2:5][CH2:4][N:3]1[C:7]1[N:12]=[C:11]([NH:13][C:14]2[C:15]3[N:16]([CH:30]=[CH:31][N:32]=3)[N:17]=[C:18]([C:20]3[CH:21]=[C:22]([CH:27]=[CH:28][CH:29]=3)[C:23]([OH:25])=[O:24])[CH:19]=2)[CH:10]=[CH:9][CH:8]=1 |f:1.2|. Reported procedure: To a solution of methyl 3-(8-(6-(2-methylpyrrolidin-1-yl)pyridin-2-ylamino)imidazo[1,2-b]pyridazin-6-yl)benzoate (210 mg, 0.49 mmol) in dioxane (10 mL) and water (10 mL) was added NaOH (150 mg, 3.75 mmol), The mixture was heated to 40° C. with stirring for 2 h. The solution was concentrated in vacuo, washed with dichloromethane (10 mL×3), then additional water (10 mL) was added and this solution was adjusted to pH=4 by addition of concentrated HCl. The solid formed was filtered to give 3-(8-(6-(...